Task: describe an organic reaction: reactants, conditions, products, and yield. Dataset: the Open Reaction Database (ORD), a public repository of structured organic reaction records The reactants are COS(=O)(=O)OC (dimethylsulfate), C(C)(C)C=1C=CC(=NC1)S(=O)(=O)NC1=NC(=NC(=C1OC1=C(C=CC=C1)OC)Cl)C1=CC=NC=C1 (5-isopropyl-N-[6-chloro-5-(o-methoxyphenoxy)-2-(4-pyridyl)4-pyrimidinyl]-2-pyridine sulfonamide), COCC#CCO (4-methoxy-2-butynol), [H-].[Na+] (NaH), C(C#CCO)O (2-butyn-1,4-diol), [H-].[Na+] (NaH). Solvent: CN(C)C=O (DMF), C(CC(O)(C(=O)O)CC(=O)O)(=O)O (citric acid). Run at time 24 hour. Product: C(C)(C)C=1C=CC(=NC1)S(=O)(=O)NC1=NC(=NC(=C1OC1=C(C=CC=C1)OC)OCC#CCOC)C1=CC=NC=C1 (5-isopropyl-N-[6-(4-methoxy-but-2-ynyloxy)-5-(2-methoxy-phenoxy)-2-pyridin-4-yl-pyrimidin-4-yl]-2-pyridine sulfonamide). Isolated yield 45.7%. RXN SMILES: [CH:1]([C:4]1[CH:5]=[CH:6][C:7]([S:10]([NH:13][C:14]2[C:19]([O:20][C:21]3[CH:26]=[CH:25][CH:24]=[CH:23][C:22]=3[O:27][CH3:28])=[C:18](Cl)[N:17]=[C:16]([C:30]3[CH:35]=[CH:34][N:33]=[CH:32][CH:31]=3)[N:15]=2)(=[O:12])=[O:11])=[N:8][CH:9]=1)([CH3:3])[CH3:2].[CH3:36][O:37][CH2:38][C:39]#[C:40][CH2:41][OH:42].C(O)C#CCO.COS(OC)(=O)=O.[H-].[Na+]>CN(C=O)C.C(O)(=O)CC(CC(O)=O)(C(O)=O)O>[CH:1]([C:4]1[CH:5]=[CH:6][C:7]([S:10]([NH:13][C:14]2[C:19]([O:20][C:21]3[CH:26]=[CH:25][CH:24]=[CH:23][C:22]=3[O:27][CH3:28])=[C:18]([O:42][CH2:41][C:40]#[C:39][CH2:38][O:37][CH3:36])[N:17]=[C:16]([C:30]3[CH:35]=[CH:34][N:33]=[CH:32][CH:31]=3)[N:15]=2)(=[O:12])=[O:11])=[N:8][CH:9]=1)([CH3:3])[CH3:2] |f:4.5|. Procedure details: To a solution of 300 mg of 5-isopropyl-N-[6-chloro-5-(o-methoxyphenoxy)-2-(4-pyridyl)4-pyrimidinyl]-2-pyridine sulfonamide (Example 1f) and 1.47 g of 4-methoxy-2-butynol (prepared starting from 2-butyn-1,4-diol and dimethylsulfate following the procedure given in Bull. Chem. Soc. Japan 28 (1955), 80-83) in 15 ml of DMF was carefully added 234 mg of 55% NaH in mineral oil. The brown solution stirred for 24 h at room temperature before further 120 mg of 55% NaH in mineral oil was added. Stirring w... Starting materials: CC(C)(OCC#C)C1=CC(=NO1)CO ({5-[1-methyl-1-(2-propynyloxy)ethyl]isoxazol-3-yl}methanol), S(=O)(Cl)Cl (thionyl chloride). Solvent: ClCCl (dichloromethane). Reaction conditions: time 3 hour. Product: ClCC1=NOC(=C1)C(C)(OCC#C)C (3-(chloromethyl)-5-[1-methyl-1-(2-propynyloxy)ethyl]isoxazole). Reaction SMILES: [CH3:1][C:2]([C:8]1[O:12][N:11]=[C:10]([CH2:13]O)[CH:9]=1)([O:4][CH2:5][C:6]#[CH:7])[CH3:3].S(Cl)([Cl:17])=O>ClCCl>[Cl:17][CH2:13][C:10]1[CH:9]=[C:8]([C:2]([CH3:3])([O:4][CH2:5][C:6]#[CH:7])[CH3:1])[O:12][N:11]=1. Procedure: 0.20 g of {5-[1-methyl-1-(2-propynyloxy)ethyl]isoxazol-3-yl}methanol was dissolved in 5 ml of dichloromethane, and 0.5 ml of thionyl chloride was then added. The mixture was stirred at room temperature for 3 hours. The reaction mixture was concentrated under reduced pressure to obtain 0.21 g of 3-(chloromethyl)-5-[1-methyl-1-(2-propynyloxy)ethyl]isoxazole. Reactants: C1(CCC2=CC=CC=C12)=O (indanone), [BH4-].[Na+] (sodium borohydride), O1CCCC1 (tetrahydrofuran). Run in CO (methanol). The product is C1C=CC2=CC=CC=C12 (indene). Reaction SMILES: [C:1]1(=O)[C:9]2[C:4](=[CH:5][CH:6]=[CH:7][CH:8]=2)[CH2:3][CH2:2]1.[BH4-].[Na+].O1CCCC1>CO>[CH2:1]1[C:9]2[C:4](=[CH:5][CH:6]=[CH:7][CH:8]=2)[CH:3]=[CH:2]1 |f:1.2|. Reported procedure: Alternatively, the keto group in the indanone may simply be reduced under standard conditions (e.g. sodium borohydride in methanol and/or tetrahydrofuran (THF)) followed by dehydration to form the desired indene or indene skeleton-containing compound.